This data is from the Open Reaction Database (ORD), a public repository of structured organic reaction records. The task is: describe an organic reaction: reactants, conditions, products, and yield Reactants: C(C1=CC=CC=C1)OC(=O)N1CCN(CC1)C1CN(CCC1)C1=CC(=C(C=C1)[N+](=O)[O-])OC (4-[1-(3-Methoxy-4-nitro-phenyl)-piperidin-3-yl]-piperazine-1-carboxylic acid benzyl ester), C(C1=CC=CC=C1)OC(=O)N1CCN(CC1)C1CNCCC1 (4-piperidin-3-yl-piperazine-1-carboxylic acid benzyl ester), FC(C(=O)O)(F)F (trifluoro-acetic acid), C([O-])([O-])=O.[K+].[K+] (potassium carbonate), CN(C)C=O (DMF), FC1=CC(=C(C=C1)[N+](=O)[O-])OC (4-fluoro-2-methoxy-1-nitro-benzene). Run at temperature 60 celsius. The product is COC1=C(C=CC(=C1)N1CC(CCC1)N1CCN(CC1)C)NC1=NN2C(C=N1)=CC=C2C2=C(C=CC=C2)OC ({2-Methoxy-4-[3-(4-methyl-piperazin-1-yl)-piperidin-1-yl]-phenyl}-[7-(2-methoxy-phenyl)-pyrrolo[2,1-f][1,2,4]triazin-2-yl]-amine). RXN SMILES: C(O[C:9]([N:11]1[CH2:16][CH2:15][N:14]([CH:17]2[CH2:22][CH2:21][CH2:20][N:19]([C:23]3[CH:28]=[CH:27][C:26]([N+:29]([O-])=O)=[C:25]([O:32][CH3:33])[CH:24]=3)[CH2:18]2)[CH2:13][CH2:12]1)=O)C1C=CC=CC=1.C(OC(N1C[CH2:48][N:47]([CH:50]2[CH2:55][CH2:54][CH2:53][NH:52][CH2:51]2)CC1)=O)C1C=CC=CC=1.FC(F)(F)C(O)=O.[C:63](=[O:66])([O-])[O-].[K+].[K+].F[C:70]1[CH:75]=[CH:74][C:73]([N+]([O-])=O)=[C:72](OC)[CH:71]=1.C[N:82](C=O)C>>[CH3:33][O:32][C:25]1[CH:24]=[C:23]([N:19]2[CH2:20][CH2:21][CH2:22][CH:17]([N:14]3[CH2:15][CH2:16][N:11]([CH3:9])[CH2:12][CH2:13]3)[CH2:18]2)[CH:28]=[CH:27][C:26]=1[NH:29][C:53]1[N:52]=[CH:51][C:50]2=[CH:55][CH:54]=[C:48]([C:70]3[CH:75]=[CH:74][CH:73]=[CH:72][C:71]=3[O:66][CH3:63])[N:47]2[N:82]=1 |f:3.4.5|. Procedure: 4-[1-(3-Methoxy-4-nitro-phenyl)-piperidin-3-yl]-piperazine-1-carboxylic acid benzyl ester: To a mixture of 4-piperidin-3-yl-piperazine-1-carboxylic acid benzyl ester, compound with trifluoro-acetic acid (10.0 g, 24.0 mmol) and potassium carbonate (8.3 g, 6.0 mmol) in DMF (100 mL) was added 4-fluoro-2-methoxy-1-nitro-benzene (4.1 g, 24 mmol) with stirring. The mixture was heated at 60° C. for 18 hours. The solvent was removed on the rotovap and the residue was partitioned between dichloromethane ... Starting materials: BrC=1C=CC2=C(CC(O2)CC)C1 (5-bromo-2-ethyl-2,3-dihydro-benzofuran), P(=O)([O-])([O-])[O-].[K+].[K+].[K+] (tripotassium phosphate), B1(C2CCCC1CCC2)B3C4CCCC3CCC4 (9-borabicyclo[3.3.1]nonane dimer), C(=O)(OC(C)(C)C)N(CC=C)C(=O)OC(C)(C)C (N,N-Bis-Boc-N-allylamine). Reagents/catalysts: C1=CC=C(C=C1)P([C-]2C=CC=C2)C3=CC=CC=C3.C1=CC=C(C=C1)P([C-]2C=CC=C2)C3=CC=CC=C3.Cl[Pd]Cl.[Fe+2] ([1,1′-bis(diphenylphosphino)ferrocene]palladium(II) chloride). The solvent is O1CCCC1 (tetrahydrofuran), CN(C=O)C (N,N-dimethylformamide), C1(=CC=CC=C1)C (toluene). Conditions: temperature 0 celsius, time 3 hour. The product is C(C)(C)(C)OC(=O)N(C(=O)OC(C)(C)C)CCCC=1C=CC2=C(CC(O2)CC)C1 (di-tert-Butyl[3-(2-ethyl-2,3-dihydro-1-benzofuran-5-yl)propyl]imidodicarbonate). Isolated yield 46.0%. Reaction SMILES: [C:1]([N:8]([C:12]([O:14][C:15]([CH3:18])([CH3:17])[CH3:16])=[O:13])[CH2:9][CH:10]=[CH2:11])([O:3][C:4]([CH3:7])([CH3:6])[CH3:5])=[O:2].B1(B2C3CCCC2CCC3)C2CCCC1CCC2.Br[C:38]1[CH:39]=[CH:40][C:41]2[O:45][CH:44]([CH2:46][CH3:47])[CH2:43][C:42]=2[CH:48]=1.P([O-])([O-])([O-])=O.[K+].[K+].[K+]>O1CCCC1.CN(C)C=O.C1C=CC(P(C2C=CC=CC=2)[C-]2C=CC=C2)=CC=1.C1C=CC(P(C2C=CC=CC=2)[C-]2C=CC=C2)=CC=1.Cl[Pd]Cl.[Fe+2].C1(C)C=CC=CC=1>[C:15]([O:14][C:12]([N:8]([CH2:9][CH2:10][CH2:11][C:38]1[CH:39]=[CH:40][C:41]2[O:45][CH:44]([CH2:46][CH3:47])[CH2:43][C:42]=2[CH:48]=1)[C:1]([O:3][C:4]([CH3:6])([CH3:7])[CH3:5])=[O:2])=[O:13])([CH3:18])([CH3:17])[CH3:16] |f:3.4.5.6,9.10.11.12|. Procedure details: N,N-Bis-Boc-N-allylamine (2.99 g, 11.6 mmol) was azeotroped with toluene (2×50 mL) then dissolved in tetrahydrofuran (12 mL). The solution was cooled to 0° C., 9-borabicyclo[3.3.1]nonane dimer (0.5M in tetrahydrofuran, 46.5 mL, 23.2 mmol) was added and the mixture was stirred at 0° C. for 3 hours. A mixture of 5-bromo-2-ethyl-2,3-dihydro-benzofuran (preparation 98, enantiomer 2), (2.9 g, 12.8 mmol), tripotassium phosphate (7.7 mL, 23.2 mmol) and [1,1′-bis(diphenylphosphino)ferrocene]palladium(II... The reactants are O1CCOC2=C1C=CC(=C2)CN(C(OC(C)(C)C)=O)C2CCN(CC2)CCN2C(C=CC1=C(C=C(C=C21)OC)C(CC)=O)=O (tert-butyl (2,3-dihydro-1,4-benzodioxin-6-ylmethyl)(1-(2-(7-methoxy-2-oxo-5-propionylquinolin-1(2H)-yl)ethyl)piperidin-4-yl)carbamate), Cl.C(C)(=O)OCC (hydrogen chloride ethyl acetate). Solvent: C(C)(=O)OCC (ethyl acetate). Yields the product Cl.O1CCOC2=C1C=CC(=C2)CNC2CCN(CC2)CCN2C(C=CC1=C(C=C(C=C21)OC)C(CC)=O)=O (1-(2-(4-((2,3-dihydro-1,4-benzodioxin-6-ylmethyl)amino)piperidin-1-yl)ethyl)-7-methoxy-5-propionyl-1,2-dihydro-2-oxoquinoline hydrochloride). As a reaction SMILES: [O:1]1[C:6]2[CH:7]=[CH:8][C:9]([CH2:11][N:12]([CH:20]3[CH2:25][CH2:24][N:23]([CH2:26][CH2:27][N:28]4[C:37]5[C:32](=[C:33]([C:40](=[O:43])[CH2:41][CH3:42])[CH:34]=[C:35]([O:38][CH3:39])[CH:36]=5)[CH:31]=[CH:30][C:29]4=[O:44])[CH2:22][CH2:21]3)C(=O)OC(C)(C)C)=[CH:10][C:5]=2[O:4][CH2:3][CH2:2]1.[ClH:45].C(OCC)(=O)C>C(OCC)(=O)C>[ClH:45].[O:1]1[C:6]2[CH:7]=[CH:8][C:9]([CH2:11][NH:12][CH:20]3[CH2:25][CH2:24][N:23]([CH2:26][CH2:27][N:28]4[C:37]5[C:32](=[C:33]([C:40](=[O:43])[CH2:41][CH3:42])[CH:34]=[C:35]([O:38][CH3:39])[CH:36]=5)[CH:31]=[CH:30][C:29]4=[O:44])[CH2:22][CH2:21]3)=[CH:10][C:5]=2[O:4][CH2:3][CH2:2]1 |f:1.2,4.5|. Procedure details: To 1 mL of an ethyl acetate solution containing 30 mg of tert-butyl (2,3-dihydro-1,4-benzodioxin-6-ylmethyl)(1-(2-(7-methoxy-2-oxo-5-propionylquinolin-1(2H)-yl)ethyl)piperidin-4-yl)carbamate, 1 mL of 4 mol/L hydrogen chloride/ethyl acetate was added, and stirred at room temperature. The resulting solid was filtered to give 18 mg of 1-(2-(4-((2,3-dihydro-1,4-benzodioxin-6-ylmethyl)amino)piperidin-1-yl)ethyl)-7-methoxy-5-propionyl-1,2-dihydro-2-oxoquinoline hydrochloride as a white solid. The reactants are ClC=1C=C(N)C=C(C1)Cl (3,5-dichloroaniline), C(C)C(C(=O)[O-])=O (ethylglyoxalate), C=CC1=CC=CC=C1 (styrene), FC(C(=O)O)(F)F (trifluoroacetic acid). The solvent is C(C)#N (acetonitrile). The product is C(C)OC(=O)C1NC2=CC(=CC(=C2C(C1)C1=CC=CC=C1)Cl)Cl (5,7-dichloro-4-phenyl-1,2,3,4-tetrahydroquinoline-2-carboxylic Acid Ethyl Ester). As a reaction SMILES: [Cl:1][C:2]1[CH:3]=[C:4]([CH:6]=[C:7]([Cl:9])[CH:8]=1)[NH2:5].[CH2:10]([C:12](=O)[C:13]([O-:15])=[O:14])[CH3:11].C=C[C:19]1[CH:24]=[CH:23][CH:22]=[CH:21][CH:20]=1.F[C:26](F)(F)[C:27](O)=O>C(#N)C>[CH2:26]([O:15][C:13]([CH:12]1[CH2:10][CH:11]([C:19]2[CH:24]=[CH:23][CH:22]=[CH:21][CH:20]=2)[C:3]2[C:4](=[CH:6][C:7]([Cl:9])=[CH:8][C:2]=2[Cl:1])[NH:5]1)=[O:14])[CH3:27]. Procedure: Compound 14 was prepared by the basic process from 5.0 mmol 3,5-dichloroaniline, 5.5 mmol ethylglyoxalate solution (50% toluene), 15.0 mmol styrene and 5.0 mmol trifluoroacetic acid in 30.0 ml acetonitrile. Starting materials: ClC=1C=CC2=C(C(C(CO2)=CN(C)C)=O)C1 (6-chloro-3,4-dihydro-3-dimethylaminomethylene-4-oxo-2H-1-benzopyran), O.NN (hydrazine hydrate), C(C)(=O)O (acetic acid). Solvent: C(Cl)(Cl)Cl (chloroform), CO (methanol). Run at time 8 hour. Product: ClC=1C=CC2=C(C1)C=1NN=CC1CO2 (8-chloro-1,4-dihydro-[1]-benzopyrano[4,3-c]pyrazole). The yield is 92.0%. RXN SMILES: [Cl:1][C:2]1[CH:3]=[CH:4][C:5]2[O:10][CH2:9][C:8](=[CH:11][N:12](C)C)[C:7](=O)[C:6]=2[CH:16]=1.O.[NH2:18]N.C(O)(=O)C>C(Cl)(Cl)Cl.CO>[Cl:1][C:2]1[CH:3]=[CH:4][C:5]2[O:10][CH2:9][C:8]3[CH:11]=[N:12][NH:18][C:7]=3[C:6]=2[CH:16]=1 |f:1.2|. Procedure details: A solution of 6-chloro-3,4-dihydro-3-dimethylaminomethylene-4-oxo-2H-1-benzopyran (1.188 g), hydrazine hydrate (0.325 g), and acetic acid (0 39 g) in a mixture of chloroform (10 ml) and methanol (20 ml) was stirred overnight at room temperature and then evaporated in vacuo. The residual solid was washed with water, dried, and recrystallized form ethyl acetate to give 8-chloro-1,4-dihydro-[1]-benzopyrano[4,3-c]pyrazole (0.95 g). Starting materials: O=C1CCCc2ccccc21, ClCCl, O=C(OC(=O)C(F)(F)F)C(F)(F)F, [NH4+], O=[N+]([O-])[O-]. Yields the product O=C1CCCc2ccc([N+](=O)[O-])cc21. RXN SMILES: [C:1]1(=[O:11])[CH2:2][CH2:3][CH2:4][c:5]2[cH:6][cH:7][cH:8][cH:9][c:10]21.[CH2:30]([Cl:31])[Cl:32].[F:12][C:13]([F:14])([F:15])[C:16]([O:17][C:18](=[O:19])[C:20]([F:21])([F:22])[F:23])=[O:24].[NH4+:25].[O-:26][N+:27]([O-:28])=[O:29]>>[C:1]1(=[O:11])[CH2:2][CH2:3][CH2:4][c:5]2[cH:6][cH:7][c:8]([N+:27](=[O:26])[O-:28])[cH:9][c:10]21.